This data is from the Open Reaction Database (ORD), a public repository of structured organic reaction records. The task is: describe an organic reaction: reactants, conditions, products, and yield The reactants are CCO, Cl, [Fe], O, O=[N+]([O-])c1ccc(SCCCO)cc1. Product: Nc1ccc(SCCCO)cc1. RXN SMILES: [CH3:16][CH2:17][OH:18].[ClH:1].[Fe:20].[OH2:19].[OH:2][CH2:3][CH2:4][CH2:5][S:6][c:7]1[cH:8][cH:9][c:10]([N+:13]([O-:14])=[O:15])[cH:11][cH:12]1>>[OH:2][CH2:3][CH2:4][CH2:5][S:6][c:7]1[cH:8][cH:9][c:10]([NH2:13])[cH:11][cH:12]1. The reactants are IC1=C(C(=CC(=C1C(C)=O)I)I)C1=CC(=C(C=C1)C(=O)O)[N+](=O)[O-] (2′,4′,6′-triiodo-3′-acetyl-3-nitrobiphenyl-4-carboxylic acid), zinc mercury amalgam, Cl (hydrochloric acid). The product is IC1=C(C(=CC(=C1CC)I)I)C1=CC(=C(C=C1)C(=O)O)[N+](=O)[O-] (2′,4′,6′-triiodo-3′-ethyl-3-nitrobiphenyl-4-carboxylic acid). RXN SMILES: [I:1][C:2]1[C:7]([C:8](=O)[CH3:9])=[C:6]([I:11])[CH:5]=[C:4]([I:12])[C:3]=1[C:13]1[CH:18]=[CH:17][C:16]([C:19]([OH:21])=[O:20])=[C:15]([N+:22]([O-:24])=[O:23])[CH:14]=1.Cl>>[I:1][C:2]1[C:7]([CH2:8][CH3:9])=[C:6]([I:11])[CH:5]=[C:4]([I:12])[C:3]=1[C:13]1[CH:18]=[CH:17][C:16]([C:19]([OH:21])=[O:20])=[C:15]([N+:22]([O-:24])=[O:23])[CH:14]=1. Reported procedure: 2′,4′,6′-triiodo-3′-acetyl-3-nitrobiphenyl-4-carboxylic acid (12) is then reacted with a zinc mercury amalgam and hydrochloric acid and heated to yield 2′,4′,6′-triiodo-3′-ethyl-3-nitrobiphenyl-4-carboxylic acid (13). The product is COC(=O)C(Br)c1cccc(C(F)(F)F)c1. As a reaction SMILES: [Br:16][N:17]1[C:18](=[O:19])[CH2:20][CH2:21][C:22]1=[O:23].[BrH:24].[CH3:1][O:2][C:3]([CH2:4][c:5]1[cH:6][c:7]([C:11]([F:12])([F:13])[F:14])[cH:8][cH:9][cH:10]1)=[O:15].[CH:25]([Cl:26])([Cl:27])[Cl:28]>>[CH3:1][O:2][C:3]([CH:4]([c:5]1[cH:6][c:7]([C:11]([F:12])([F:13])[F:14])[cH:8][cH:9][cH:10]1)[Br:16])=[O:15]. The reactants are O=C1CCC(=O)N1Br, Br, COC(=O)Cc1cccc(C(F)(F)F)c1, ClC(Cl)Cl.